From a dataset of the Open Reaction Database (ORD), a public repository of structured organic reaction records. describe an organic reaction: reactants, conditions, products, and yield The reactants are C(CCC)N1C(=CC=C1)CC (1-butyl-2-ethylpyrrole), [N+](=O)([O-])C=1C=C(C(=O)Cl)C=CC1 (m-nitrobenzoyl chloride). Solvent: C1(=CC=CC=C1)C (toluene). Product: C(CCC)N1C(=CC=C1CC)C(C1=CC(=CC=C1)[N+](=O)[O-])=O (1-butyl-2-(3'-nitrobenzoyl)-5-ethylpyrrole). Isolated yield 27.5%. Reaction SMILES: [CH2:1]([N:5]1[CH:9]=[CH:8][CH:7]=[C:6]1[CH2:10][CH3:11])[CH2:2][CH2:3][CH3:4].[N+:12]([C:15]1[CH:16]=[C:17]([CH:21]=[CH:22][CH:23]=1)[C:18](Cl)=[O:19])([O-:14])=[O:13]>C1(C)C=CC=CC=1>[CH2:1]([N:5]1[C:6]([CH2:10][CH3:11])=[CH:7][CH:8]=[C:9]1[C:18](=[O:19])[C:17]1[CH:21]=[CH:22][CH:23]=[C:15]([N+:12]([O-:14])=[O:13])[CH:16]=1)[CH2:2][CH2:3][CH3:4]. Reported procedure: A solution of 19 g (160 mmol) of 1-butyl-2-ethylpyrrole in 300 ml of toluene was treated with 38 g (200 mmol) of m-nitrobenzoyl chloride. The reaction mixture was refluxed under nitrogen atmosphere for 18 hours, cooled and purified by column chromatography on 1 Kg of deactivated alumina (containing 3% water), using hexane-acetone (90:10) as eluant. There were obtained 13.2 g (35%) of 1-butyl-2-(3'-nitrobenzoyl)-5-ethylpyrrole, the title compound, as an oil. Solvent: CO (methanol). The product is C(CCC)NC([C@@H]1[C@H]([C@H]([C@@H](O1)N1C2=NC=NC(=C2N=C1)N)O)NC([C@@H](NC(NCCCC)=O)CC1=CC=C(C=C1)OC)=O)=O (N-n-butyl-1-(6-amino-9H-purin-9-yl)-1,3-dideoxy-3-(N-n-butylcarbamoyl-O-methyl-L-tyrosylamino)-β-D-ribofuranuronamide). RXN SMILES: C([NH:9][C:10]1[N:18]=[CH:17][N:16]=[C:15]2[C:11]=1[N:12]=[CH:13][N:14]2[C@@H:19]1[O:24][C@H:23]([C:25](OC)=[O:26])[C@@H:22]([NH:29][C:30](=[O:52])[C@H:31]([CH2:43][C:44]2[CH:49]=[CH:48][C:47]([O:50][CH3:51])=[CH:46][CH:45]=2)[NH:32][C:33]([O:35]CC2C=CC=CC=2)=O)[C@H:20]1[OH:21])(=O)C1C=CC=CC=1.[CH2:53]([NH2:57])[CH2:54][CH2:55][CH3:56]>CO>[CH2:53]([NH:57][C:25](=[O:26])[C@H:23]1[O:24][C@@H:19]([N:14]2[CH:13]=[N:12][C:11]3[C:15]2=[N:16][CH:17]=[N:18][C:10]=3[NH2:9])[C@H:20]([OH:21])[C@@H:22]1[NH:29][C:30](=[O:52])[C@H:31]([CH2:43][C:44]1[CH:49]=[CH:48][C:47]([O:50][CH3:51])=[CH:46][CH:45]=1)[NH:32][C:33](=[O:35])[NH:14][CH2:19][CH2:20][CH2:22][CH3:23])[CH2:54][CH2:55][CH3:56]. The reactants are C(C1=CC=CC=C1)(=O)NC1=C2N=CN(C2=NC=N1)[C@H]1[C@H](O)[C@@H]([C@H](O1)C(=O)OC)NC([C@@H](NC(=O)OCC1=CC=CC=C1)CC1=CC=C(C=C1)OC)=O (methyl 1-(6-benzoylamino-9H-purin-9-yl)-1,3-dideoxy-3-(N-benzyloxycarbonyl-O-methyl-L-tyrosylamino)-β-D-ribofuranuronate), C(CCC)N (n-butylamine). Reported procedure: A mixture of methyl 1-(6-benzoylamino-9H-purin -9-yl)-1,3-dideoxy-3-(N-benzyloxycarbonyl-O-methyl-L-tyrosylamino)-β-D-ribofuranuronate prepared in Example 56 (355 mg), n-butylamine (5 ml) and methanol (5 ml) was refluxed for 9 hours. The mixture was evaporated to dryness and the residue was triturated in diethyl ether to give N-n-butyl-1-(6-amino-9H-purin-9-yl)-1,3-dideoxy-3-(N-n-butylcarbamoyl-O-methyl-L-tyrosylamino)-β-D-ribofuranuronamide (208 mg), mp. 111°-115° C. (dec.). The reactants are CCOC(=O)N1CCN(C(=O)C(CCC(=O)OC(C)(C)C)NC(=O)c2cc(OCC(=O)OCc3ccccc3)n(-c3ccc(F)c(F)c3)n2)CC1, CCOC(C)=O, [H][H]. The product is CCOC(=O)N1CCN(C(=O)C(CCC(=O)OC(C)(C)C)NC(=O)c2cc(OCC(=O)O)n(-c3ccc(F)c(F)c3)n2)CC1. As a reaction SMILES: [CH2:1]([CH3:2])[O:3][C:4](=[O:5])[N:6]1[CH2:7][CH2:8][N:9]([C:12]([CH:13]([CH2:14][CH2:15][C:16](=[O:17])[O:18][C:19]([CH3:20])([CH3:21])[CH3:22])[NH:23][C:24](=[O:25])[c:26]2[n:27][n:28](-[c:43]3[cH:44][c:45]([F:50])[c:46]([F:49])[cH:47][cH:48]3)[c:29]([O:31][CH2:32][C:33](=[O:34])[O:35][CH2:36][c:37]3[cH:38][cH:39][cH:40][cH:41][cH:42]3)[cH:30]2)=[O:51])[CH2:10][CH2:11]1.[CH3:54][CH2:55][O:56][C:57](=[O:58])[CH3:59].[H:52][H:53]>>[CH2:1]([CH3:2])[O:3][C:4](=[O:5])[N:6]1[CH2:7][CH2:8][N:9]([C:12]([CH:13]([CH2:14][CH2:15][C:16](=[O:17])[O:18][C:19]([CH3:20])([CH3:21])[CH3:22])[NH:23][C:24](=[O:25])[c:26]2[n:27][n:28](-[c:43]3[cH:44][c:45]([F:50])[c:46]([F:49])[cH:47][cH:48]3)[c:29]([O:31][CH2:32][C:33](=[O:34])[OH:35])[cH:30]2)=[O:51])[CH2:10][CH2:11]1. Starting materials: [Al+3], ClCCl, CC(=O)Cl, [Cl-], [Cl-], [Cl-], Cc1ccc(-c2ccc(S(C)(=O)=O)cc2)n1-c1ccc(F)cc1. The product is CC(=O)c1cc(-c2ccc(S(C)(=O)=O)cc2)n(-c2ccc(F)cc2)c1C. As a reaction SMILES: [Al+3:6].[CH2:32]([Cl:33])[Cl:34].[CH3:1][C:2]([Cl:3])=[O:4].[Cl-:5].[Cl-:7].[Cl-:8].[F:9][c:10]1[cH:11][cH:12][c:13](-[n:16]2[c:17]([CH3:31])[cH:18][cH:19][c:20]2-[c:21]2[cH:22][cH:23][c:24]([S:27](=[O:28])(=[O:29])[CH3:30])[cH:25][cH:26]2)[cH:14][cH:15]1>>[CH3:1][C:2](=[O:4])[c:18]1[c:17]([CH3:31])[n:16](-[c:13]2[cH:12][cH:11][c:10]([F:9])[cH:15][cH:14]2)[c:20](-[c:21]2[cH:22][cH:23][c:24]([S:27](=[O:28])(=[O:29])[CH3:30])[cH:25][cH:26]2)[cH:19]1. Reactants: FC(C(=O)O)(F)F.S1C(=NC2=C1C=CC=C2)S(=O)(=O)N2C(CNCC2)=O (1-(benzothiazole-2-sulfonyl)-piperazin-2-one trifluoroacetic acid salt), COC1=CC=C(COC(=O)NC2=C3N=CN(C3=NC=N2)CC(=O)O)C=C1 ([6-N-(4-methoxybenzyloxycarbonyl)-adenine-9-yl]-acetic acid). Product: S1C(=NC2=C1C=CC=C2)S(=O)(=O)N2C(CN(CC2)C(CN2C1=NC=NC(=C1N=C2)NC(=O)OCC2=CC=C(C=C2)OC)=O)=O (1-(Benzothiazole-2-sulfonyl)-4-{[6-N-(4-methoxybenzyloxycarbonyl)-adenin-9-yl]-acetyl}-piperazin-2-one). As a reaction SMILES: FC(F)(F)C(O)=O.[S:8]1[C:12]2[CH:13]=[CH:14][CH:15]=[CH:16][C:11]=2[N:10]=[C:9]1[S:17]([N:20]1[CH2:25][CH2:24][NH:23][CH2:22][C:21]1=[O:26])(=[O:19])=[O:18].[CH3:27][O:28][C:29]1[CH:52]=[CH:51][C:32]([CH2:33][O:34][C:35]([NH:37][C:38]2[N:46]=[CH:45][N:44]=[C:43]3[C:39]=2[N:40]=[CH:41][N:42]3[CH2:47][C:48](O)=[O:49])=[O:36])=[CH:31][CH:30]=1>>[S:8]1[C:12]2[CH:13]=[CH:14][CH:15]=[CH:16][C:11]=2[N:10]=[C:9]1[S:17]([N:20]1[CH2:25][CH2:24][N:23]([C:48](=[O:49])[CH2:47][N:42]2[CH:41]=[N:40][C:39]3[C:43]2=[N:44][CH:45]=[N:46][C:38]=3[NH:37][C:35]([O:34][CH2:33][C:32]2[CH:51]=[CH:52][C:29]([O:28][CH3:27])=[CH:30][CH:31]=2)=[O:36])[CH2:22][C:21]1=[O:26])(=[O:19])=[O:18] |f:0.1|. Procedure details: The title compound was synthesized by the reaction of 1-(benzothiazole-2-sulfonyl)-piperazin-2-one trifluoroacetic acid salt with [6-N-(4-methoxybenzyloxycarbonyl)-adenine-9-yl]-acetic acid as per the procedure of Example 52. 1H NMR (500 MHz; DMSO-d6) δ 10.60 (bs, 1H), 8.59 (d, 1H), 8.34 (m, 2H), 8.27 (m, 1H), 7.72 (m, 2H), 7.38 (d, 2H), 6.94 (d, 2H), 5.40 (s, 1.2H), 5.28 (s, 0.8H), 5.14 (s, 2H), 4.56 (s, 0.8H), 4.28 (m, 2.4H), 4.09 (t, 2H), 3.87 (t, 0.8H), 3.75 (s, 3H). Reactants: C(C1=CC=CC=C1)N[C@@H]1CC[C@H](CC1)C1=CC=C(C(=O)OCC)C=C1 (ethyl trans-4-[4-(benzylamino)cyclohexyl]benzoate), C(C1=CC=CC=C1)OC1=C(C=C(C=C1)OC[C@@H]1CO1)S(=O)(=O)C (4-benzyloxy-3-methylsulfonyl-1-((2S)-2,3-epoxypropoxy)benzene), Cl (hydrochloric acid). The solvent is C(C)O (ethanol). The product is C(C1=CC=CC=C1)N([C@@H]1CC[C@H](CC1)C1=CC=C(C(=O)OCC)C=C1)C[C@@H](COC1=CC(=C(C=C1)OCC1=CC=CC=C1)S(=O)(=O)C)O (Ethyl trans-4-[4-(benzyl{(2S)-3-[4-(benzyloxy)-3-(methylsulfonyl)phenoxy]-2-hydroxypropyl}amino)cyclohexyl]benzoate). As a reaction SMILES: [CH2:1]([NH:8][C@H:9]1[CH2:14][CH2:13][C@H:12]([C:15]2[CH:25]=[CH:24][C:18]([C:19]([O:21][CH2:22][CH3:23])=[O:20])=[CH:17][CH:16]=2)[CH2:11][CH2:10]1)[C:2]1[CH:7]=[CH:6][CH:5]=[CH:4][CH:3]=1.[CH2:26]([O:33][C:34]1[CH:39]=[CH:38][C:37]([O:40][CH2:41][C@H:42]2[O:44][CH2:43]2)=[CH:36][C:35]=1[S:45]([CH3:48])(=[O:47])=[O:46])[C:27]1[CH:32]=[CH:31][CH:30]=[CH:29][CH:28]=1.Cl>C(O)C>[CH2:1]([N:8]([CH2:43][C@H:42]([OH:44])[CH2:41][O:40][C:37]1[CH:38]=[CH:39][C:34]([O:33][CH2:26][C:27]2[CH:32]=[CH:31][CH:30]=[CH:29][CH:28]=2)=[C:35]([S:45]([CH3:48])(=[O:47])=[O:46])[CH:36]=1)[C@H:9]1[CH2:10][CH2:11][C@H:12]([C:15]2[CH:16]=[CH:17][C:18]([C:19]([O:21][CH2:22][CH3:23])=[O:20])=[CH:24][CH:25]=2)[CH2:13][CH2:14]1)[C:2]1[CH:3]=[CH:4][CH:5]=[CH:6][CH:7]=1. Procedure details: This product is obtained by carrying out the preparation as described in preparation 3.2 above, using ethyl trans-4-[4-(benzylamino)cyclohexyl]benzoate and 4-benzyloxy-3-methylsulfonyl-1-((2S)-2,3-epoxypropoxy)benzene, disclosed in patent application WO 99/65895, and without adding thereto the solution of hydrochloric acid in ethanol. [M+H+]=672 The reactants are Cc1noc(N)c1Br, CCc1sc2ccccc2c1S(=O)(=O)Cl, C1CCOC1, [H-], [Na+]. Yields the product CCc1sc2ccccc2c1S(=O)(=O)Nc1onc(C)c1Br. As a reaction SMILES: [Br:1][c:2]1[c:3]([CH3:8])[n:4][o:5][c:6]1[NH2:7].[CH2:11]([CH3:12])[c:13]1[c:14]([S:22](=[O:23])(=[O:24])[Cl:25])[c:15]2[c:16]([s:17]1)[cH:18][cH:19][cH:20][cH:21]2.[CH2:26]1[O:27][CH2:28][CH2:29][CH2:30]1.[H-:10].[Na+:9]>>[Br:1][c:2]1[c:3]([CH3:8])[n:4][o:5][c:6]1[NH:7][S:22]([c:14]1[c:13]([CH2:11][CH3:12])[s:17][c:16]2[c:15]1[cH:21][cH:20][cH:19][cH:18]2)(=[O:23])=[O:24].